This data is from the Open Reaction Database (ORD), a public repository of structured organic reaction records. The task is: describe an organic reaction: reactants, conditions, products, and yield Starting materials: C(C)(C)(C)N(C(=O)Cl)CCl (N-t-butyl-N-chloromethylcarbamoyl chloride), CNC(=S)NC (1,3-dimethylthiourea). Run in C1(=CC=CC=C1)C (toluene). Conditions: time 1 hour. The product is CN=C1SCN(C(N1C)=O)C(C)(C)C (2-Methylimino-3-methyl-5-t-butyl-tetrahydro-1,3,5-thiadiazin-4-one). Yield: 81.3%. As a reaction SMILES: [C:1]([N:5]([CH2:9]Cl)[C:6](Cl)=[O:7])([CH3:4])([CH3:3])[CH3:2].[CH3:11][NH:12][C:13]([NH:15][CH3:16])=[S:14]>C1(C)C=CC=CC=1>[CH3:11][N:12]=[C:13]1[N:15]([CH3:16])[C:6](=[O:7])[N:5]([C:1]([CH3:4])([CH3:3])[CH3:2])[CH2:9][S:14]1. Procedure details: In 50 ml of toluene, were dissolved 3.7 g (0.02 mole) of N-t-butyl-N-chloromethylcarbamoyl chloride and 2.0 g (0.02 mole) of 1,3-dimethylthiourea. The solution was heated under reflux with stirring for one hour. After cooling, the precipitated crystals (m.p. >220° C. decomp.) were collected by filtration, washed with a small quantity of acetone, dissolved again in 100 ml of water, admixed with 10 ml of a 20% sodium hydroxide solution, and extracted with 50 ml of benzene. The benzene layer was dr... Starting materials: CCCO, CC1(CN2CCN(c3ccc(C(F)(F)F)cc3)CC2)CO1, O=[N+]([O-])c1c[nH]c(Cl)n1, [Na+], O=C([O-])O. Yields the product CC1(CN2CCN(c3ccc(C(F)(F)F)cc3)CC2)Cn2cc([N+](=O)[O-])nc2O1. RXN SMILES: [CH2:36]([OH:37])[CH2:38][CH3:39].[CH3:10][C:11]1([CH2:14][N:15]2[CH2:16][CH2:17][N:18]([c:21]3[cH:22][cH:23][c:24]([C:27]([F:28])([F:29])[F:30])[cH:25][cH:26]3)[CH2:19][CH2:20]2)[O:12][CH2:13]1.[Cl:1][c:2]1[nH:3][cH:4][c:5]([N+:7](=[O:8])[O-:9])[n:6]1.[Na+:31].[OH:32][C:33](=[O:34])[O-:35]>>[c:2]12[n:3]([cH:4][c:5]([N+:7](=[O:8])[O-:9])[n:6]1)[CH2:13][C:11]([CH3:10])([CH2:14][N:15]1[CH2:16][CH2:17][N:18]([c:21]3[cH:22][cH:23][c:24]([C:27]([F:28])([F:29])[F:30])[cH:25][cH:26]3)[CH2:19][CH2:20]1)[O:12]2. Yields the product N#Cc1ccc(N2C(=O)C=CC2=O)cc1C(F)(F)F. Reaction SMILES: [Br-:44].[Br-:46].[C:1](#[N:2])[c:3]1[c:4]([C:17]([F:18])([F:19])[F:20])[cH:5][c:6]([NH:9][C:10](=[O:11])[CH:12]=[CH:13][C:14](=[O:15])[OH:16])[cH:7][cH:8]1.[CH3:21][c:22]1[cH:23][cH:24][cH:25][cH:26][cH:27]1.[CH3:28][SiH:29]([CH3:30])[N:31]([CH3:32])[Si:33]([CH3:34])([CH3:35])[CH3:36].[CH3:38][CH2:39][O:40][C:41]([CH3:42])=[O:43].[CH3:47][CH2:48][CH2:49][CH2:50][CH2:51][CH2:52][CH3:53].[ClH:37].[Zn+2:45]>>[C:1](#[N:2])[c:3]1[c:4]([C:17]([F:18])([F:19])[F:20])[cH:5][c:6]([N:9]2[C:10](=[O:11])[CH:12]=[CH:13][C:14]2=[O:16])[cH:7][cH:8]1. Reactants: [Br-], [Br-], N#Cc1ccc(NC(=O)C=CC(=O)O)cc1C(F)(F)F, Cc1ccccc1, CN([SiH](C)C)[Si](C)(C)C, CCOC(C)=O, CCCCCCC, Cl, [Zn+2]. The reactants are O=C([O-])[O-], CCOC(=O)c1sc(Oc2ccccc2)nc1CBr, CCOC(=O)CNCc1ccc(OC)cc1OC, CN(C)C=O, [K+], [K+]. Product: CCOC(=O)CN(Cc1ccc(OC)cc1OC)Cc1nc(Oc2ccccc2)sc1C(=O)OCC. RXN SMILES: [C:38](=[O:39])([O-:40])[O-:41].[CH2:1]([CH3:2])[O:3][C:4](=[O:5])[c:6]1[c:7]([CH2:18][Br:19])[n:8][c:9]([O:11][c:12]2[cH:13][cH:14][cH:15][cH:16][cH:17]2)[s:10]1.[CH2:20]([CH3:21])[O:22][C:23]([CH2:24][NH:25][CH2:26][c:27]1[c:28]([O:35][CH3:36])[cH:29][c:30]([O:33][CH3:34])[cH:31][cH:32]1)=[O:37].[CH3:44][N:45]([CH3:46])[CH:47]=[O:48].[K+:42].[K+:43]>>[CH2:1]([CH3:2])[O:3][C:4](=[O:5])[c:6]1[c:7]([CH2:18][N:25]([CH2:24][C:23]([O:22][CH2:20][CH3:21])=[O:37])[CH2:26][c:27]2[c:28]([O:35][CH3:36])[cH:29][c:30]([O:33][CH3:34])[cH:31][cH:32]2)[n:8][c:9]([O:11][c:12]2[cH:13][cH:14][cH:15][cH:16][cH:17]2)[s:10]1. Starting materials: [B] (boron), BF3 ·OEt2, C=1(C(=CC=CC1)S(=O)(=O)NC(CC1=CC=CC=C1)(C)C)C (N-toluenesulfonyl-1,1-dimethyl-2-phenyl-ethylamine), COCOC (dimethoxymethane). Run at time 12 hour. Yields the product C=1(C(=CC=CC1)S(=O)(=O)N1CC2=CC=CC=C2CC1(C)C)C (N-toluenesulfonyl-3,3-dimethyl-1,2,3,4-tetrahydroisoquinoline). Isolated yield 99.0%. RXN SMILES: [C:1]1([CH3:21])[C:2]([S:7]([NH:10][C:11]([CH3:20])([CH3:19])[CH2:12][C:13]2[CH:18]=[CH:17][CH:16]=[CH:15][CH:14]=2)(=[O:9])=[O:8])=[CH:3][CH:4]=[CH:5][CH:6]=1.[B].[CH3:23]OCOC>>[C:1]1([CH3:21])[C:2]([S:7]([N:10]2[C:11]([CH3:19])([CH3:20])[CH2:12][C:13]3[C:14](=[CH:15][CH:16]=[CH:17][CH:18]=3)[CH2:23]2)(=[O:8])=[O:9])=[CH:3][CH:4]=[CH:5][CH:6]=1. Procedure: To a nitrogen-blanketed mixture of N-toluenesulfonyl-1,1-dimethyl-2-phenyl-ethylamine (8.30 g, 0.027 mol.) in dimethoxymethane (50 mL) was added boron trifluororo etherate (BF3 ·OEt2, 9.9 mL, 0.081 mol.). The mixture was stirred at room temperature for 12 hours while monitoring by gas chromatography. The reaction mixture was partitioned between ethyl acetate (100 mL) and water (100 mL), separated, and the organic layer is washed with saturated sodium bicarbonate (2×100 mL) and dried over sodium ... Reactants: C(C=C)OC(=O)N1COC([C@]12[C@@H]1[C@H]([C@@H]1C[C@@H]2F)C(=O)O)=O ((1S,2S,3S,5R,6S)-3′-((Allyloxy)carbonyl)-3-fluoro-5′-oxospiro[bicyclo[3.1.0]hexan-2,4′-oxazolidine]-6-carboxylic acid), ( 4 ), C(C(C)(C)C)(=O)OCCl (chloromethyl pivalate), ( 3 ). The product is N[C@@]1([C@@H]2[C@H]([C@@H]2C[C@@H]1F)C(=O)OCOC(C(C)(C)C)=O)C(=O)O ((1S,2S,3S,5R,6S)-2-amino-3-fluoro-6-(((pivaloyloxy)methoxy)carbonyl)bicyclo[3.1.0]hexane-2-carboxylic acid). The yield is 14.8%. As a reaction SMILES: C(OC([N:7]1[C@:11]2([C@@H:16]([F:17])[CH2:15][C@@H:14]3[C@H:12]2[C@H:13]3[C:18]([OH:20])=[O:19])[C:10](=[O:21])[O:9]C1)=O)C=C.[C:22]([O:28][CH2:29]Cl)(=[O:27])[C:23]([CH3:26])([CH3:25])[CH3:24]>>[NH2:7][C@@:11]1([C:10]([OH:9])=[O:21])[C@@H:16]([F:17])[CH2:15][C@@H:14]2[C@H:12]1[C@H:13]2[C:18]([O:20][CH2:29][O:28][C:22](=[O:27])[C:23]([CH3:26])([CH3:25])[CH3:24])=[O:19]. Procedure: (1S,2S,3S,5R,6S)-3′-((Allyloxy)carbonyl)-3-fluoro-5′-oxospiro[bicyclo[3.1.0]hexan-2,4′-oxazolidine]-6-carboxylic acid (A-1-2, 400 mg) and chloromethyl pivalate (193 mg) were treated in the same manner as in Example A-1 (3) and (4) to give the title compound (A-7, 60 mg) as a colorless solid.